Task: describe an organic reaction: reactants, conditions, products, and yield. Dataset: the Open Reaction Database (ORD), a public repository of structured organic reaction records The reactants are CCOC(=O)CCCBr, CN(C)C=O, COc1ccc(C(C)C)cc1-c1ccc(C(F)(F)F)cc1CN(Cc1cc(C(F)(F)F)cc(C(F)(F)F)c1)c1ccc(O)cn1, [H-], [Na+], O. The product is CCOC(=O)CCCOc1ccc(N(Cc2cc(C(F)(F)F)cc(C(F)(F)F)c2)Cc2cc(C(F)(F)F)ccc2-c2cc(C(C)C)ccc2OC)nc1. Reaction SMILES: [Br:48][CH2:49][CH2:50][CH2:51][C:52](=[O:53])[O:54][CH2:55][CH3:56].[CH3:58][N:59]([CH3:60])[CH:61]=[O:62].[F:1][C:2]([c:3]1[cH:4][c:5]([CH2:6][N:7]([c:8]2[cH:9][cH:10][c:11]([OH:14])[cH:12][n:13]2)[CH2:15][c:16]2[c:17](-[c:26]3[c:27]([O:35][CH3:36])[cH:28][cH:29][c:30]([CH:32]([CH3:33])[CH3:34])[cH:31]3)[cH:18][cH:19][c:20]([C:22]([F:23])([F:24])[F:25])[cH:21]2)[cH:37][c:38]([C:40]([F:41])([F:42])[F:43])[cH:39]1)([F:44])[F:45].[H-:46].[Na+:47].[OH2:57]>>[F:1][C:2]([c:3]1[cH:4][c:5]([CH2:6][N:7]([c:8]2[cH:9][cH:10][c:11]([O:14][CH2:49][CH2:50][CH2:51][C:52](=[O:53])[O:54][CH2:55][CH3:56])[cH:12][n:13]2)[CH2:15][c:16]2[c:17](-[c:26]3[c:27]([O:35][CH3:36])[cH:28][cH:29][c:30]([CH:32]([CH3:33])[CH3:34])[cH:31]3)[cH:18][cH:19][c:20]([C:22]([F:23])([F:24])[F:25])[cH:21]2)[cH:37][c:38]([C:40]([F:41])([F:42])[F:43])[cH:39]1)([F:44])[F:45].